The task is: describe an organic reaction: reactants, conditions, products, and yield. This data is from the Open Reaction Database (ORD), a public repository of structured organic reaction records. Reactants: C(C)C1=C(C=C(C=C1OC)C(C(=O)OC)=C)OC (methyl 2-(4-ethyl-3,5-dimethoxy-phenyl)-acrylate), CNCCC(=O)OCC (ethyl 3-methylamino-propionate). Product: C(C)OC(=O)CCN(CC(C(=O)OC)C1=CC(=C(C(=C1)OC)CC)OC)C (methyl 3-[(2-ethoxycarbonyl-ethyl)-methyl-amino]-2-(4-ethyl-3,5-dimethoxy-phenyl)-propionate). The yield is 59.5%. Reaction SMILES: [CH2:1]([C:3]1[C:8]([O:9][CH3:10])=[CH:7][C:6]([C:11](=[CH2:16])[C:12]([O:14][CH3:15])=[O:13])=[CH:5][C:4]=1[O:17][CH3:18])[CH3:2].[CH3:19][NH:20][CH2:21][CH2:22][C:23]([O:25][CH2:26][CH3:27])=[O:24]>>[CH2:26]([O:25][C:23]([CH2:22][CH2:21][N:20]([CH3:19])[CH2:16][CH:11]([C:6]1[CH:7]=[C:8]([O:9][CH3:10])[C:3]([CH2:1][CH3:2])=[C:4]([O:17][CH3:18])[CH:5]=1)[C:12]([O:14][CH3:15])=[O:13])=[O:24])[CH3:27]. Procedure details: A solution of 78.4 g (313 mmol) of methyl 2-(4-ethyl-3,5-dimethoxy-phenyl)-acrylate and 47.7 g (364 mmol) of ethyl 3-methylamino-propionate was stirred at room temperature for 48 hours. Chromatography of the reaction mixture (silica gel, ethyl acetate/hexane 1:1) and crystallization from hexane gave 71.1 g (59%) of methyl 3-[(2-ethoxycarbonyl-ethyl)-methyl-amino]-2-(4-ethyl-3,5-dimethoxy-phenyl)-propionate as colorless crystals of m.p. 74-75°. The reactants are C(CCCCCCC\C=C/CCCCCCCC)(=O)O (oleic acid), OC[C@H](O)[C@@H](O)[C@H](O)[C@H](O)CO (sorbitol). Solvent: P(=O)([O-])([O-])[O-] (phosphate). Run at time 72 hour. The product is C(CCCCCCC\C=C/CCCCCCCC)(=O)O.OC[C@H](O)[C@@H](O)[C@H](O)[C@H](O)CO (sorbitol oleate). As a reaction SMILES: [C:1]([OH:20])(=[O:19])[CH2:2][CH2:3][CH2:4][CH2:5][CH2:6][CH2:7][CH2:8]/[CH:9]=[CH:10]\[CH2:11][CH2:12][CH2:13][CH2:14][CH2:15][CH2:16][CH2:17][CH3:18].[OH:21][CH2:22][C@@H:23]([C@H:25]([C@@H:27]([C@@H:29]([CH2:31][OH:32])[OH:30])[OH:28])[OH:26])[OH:24]>P([O-])([O-])([O-])=O>[C:1]([OH:20])(=[O:19])[CH2:2][CH2:3][CH2:4][CH2:5][CH2:6][CH2:7][CH2:8]/[CH:9]=[CH:10]\[CH2:11][CH2:12][CH2:13][CH2:14][CH2:15][CH2:16][CH2:17][CH3:18].[OH:32][CH2:31][C@@H:29]([C@H:27]([C@@H:25]([C@@H:23]([CH2:22][OH:21])[OH:24])[OH:26])[OH:28])[OH:30] |f:3.4|. Procedure details: To 1000 ml of a phosphate buffer having pH of 5.4 were added 2.0 g of LIPASE MY, 22.56 g of oleic acid 3.64 g of sorbitol. The mixture was incubated at 40° C. with stirring for 72 hours. The reaction mixture was processed as in Example 1 and 7.49 g of sorbitol oleate was obtained. The reactants are [OH-].[Na+] (NaOH), C(C)(C)(C)OC(CN1C(=C(C2=CC=CC=C12)C1N(C(C2=CC=CC=C12)=O)CC=1C(=NOC1C)C)C)=O ({3-[2-(3,5-Dimethyl-isoxazol-4-ylmethyl)-3-oxo-2,3-dihydro-1H-isoindol-1-yl]-2-methyl-indol-1-yl}-acetic acid tert-butyl ester), Cl (HCl). Run in CCO (EtOH). Run at temperature 70 celsius. Product: CC1=NOC(=C1CN1C(C2=CC=CC=C2C1=O)C1=C(N(C2=CC=CC=C12)CC(=O)O)C)C ({3-[2-(3,5-Dimethyl-isoxazol-4-ylmethyl)-3-oxo-2,3-dihydro-1H-isoindol-1-yl]-2-methyl-indol-1-yl}-acetic acid). Reaction SMILES: C([O:5][C:6](=[O:36])[CH2:7][N:8]1[C:16]2[C:11](=[CH:12][CH:13]=[CH:14][CH:15]=2)[C:10]([CH:17]2[C:25]3[C:20](=[CH:21][CH:22]=[CH:23][CH:24]=3)[C:19](=[O:26])[N:18]2[CH2:27][C:28]2[C:29]([CH3:34])=[N:30][O:31][C:32]=2[CH3:33])=[C:9]1[CH3:35])(C)(C)C.[OH-].[Na+].Cl>CCO>[CH3:34][C:29]1[C:28]([CH2:27][N:18]2[C:19](=[O:26])[C:20]3[C:25](=[CH:24][CH:23]=[CH:22][CH:21]=3)[CH:17]2[C:10]2[C:11]3[C:16](=[CH:15][CH:14]=[CH:13][CH:12]=3)[N:8]([CH2:7][C:6]([OH:36])=[O:5])[C:9]=2[CH3:35])=[C:32]([CH3:33])[O:31][N:30]=1 |f:1.2|. Procedure details: The crude product of step b) was dissolved in 3 mL EtOH and treated with 0.5 mL of 1 M NaOH. After heating to 70° C. for 1 h, the reaction was cooled, acidified with 1 M HCl and extracted into DCM. The extracts were concentrated and the title compound was purified by preparative LCMS to give the title compound. 1H NMR (DMSO-d6) δ 7.84-7.81 (m, 1H), 7.56-7.46 (m, 2H), 7.25 (d, J=8.1 Hz, 1H), 7.19-7.16 (m, 1H), 6.93 (t, J=7.5 Hz, 1H), 6.69 (t, J=7.5 Hz, 1H), 6.39 (d, J=7.8 Hz, 1H), 3.73 (s, 1H), 4... Starting materials: O=S1(=O)N=C2CCCN2c2ccc(Oc3cccc(Br)c3)cc21, CCO, [K+], [K+], O=C([O-])[O-], O, OB(O)c1ccoc1. Product: O=S1(=O)N=C2CCCN2c2ccc(Oc3cccc(-c4ccoc4)c3)cc21. Reaction SMILES: [Br:1][c:2]1[cH:3][c:4]([O:5][c:6]2[cH:7][c:8]3[c:9]([cH:19][cH:20]2)[N:10]2[C:11](=[N:12][S:13]3(=[O:14])=[O:15])[CH2:16][CH2:17][CH2:18]2)[cH:21][cH:22][cH:23]1.[CH3:38][CH2:39][OH:40].[K+:32].[K+:33].[O-:34][C:35]([O-:36])=[O:37].[OH2:41].[o:24]1[cH:25][c:26]([B:29]([OH:30])[OH:31])[cH:27][cH:28]1>>[c:2]1(-[c:26]2[cH:25][o:24][cH:28][cH:27]2)[cH:3][c:4]([O:5][c:6]2[cH:7][c:8]3[c:9]([cH:19][cH:20]2)[N:10]2[C:11](=[N:12][S:13]3(=[O:14])=[O:15])[CH2:16][CH2:17][CH2:18]2)[cH:21][cH:22][cH:23]1. Reactants: O=C(O)C1Cc2c(n(Cc3ccccc3)c3ccccc23)CN1, CS(C)=O, [Na+], [OH-], S=C=S, ClCc1cccs1. Product: O=C(O)C1Cc2c(n(Cc3ccccc3)c3ccccc23)CN1C(=S)SCc1cccs1. As a reaction SMILES: [CH2:1]([c:2]1[cH:3][cH:4][cH:5][cH:6][cH:7]1)[n:8]1[c:9]2[cH:10][cH:11][cH:12][cH:13][c:14]2[c:15]2[c:20]1[CH2:19][NH:18][CH:17]([C:21](=[O:22])[OH:23])[CH2:16]2.[CH3:36][S:37]([CH3:38])=[O:39].[Na+:25].[OH-:24].[S:26]=[C:27]=[S:28].[c:29]1([CH2:34][Cl:35])[cH:30][cH:31][cH:32][s:33]1>>[CH2:1]([c:2]1[cH:3][cH:4][cH:5][cH:6][cH:7]1)[n:8]1[c:9]2[cH:10][cH:11][cH:12][cH:13][c:14]2[c:15]2[c:20]1[CH2:19][N:18]([C:27](=[S:26])[S:28][CH2:34][c:29]1[cH:30][cH:31][cH:32][s:33]1)[CH:17]([C:21](=[O:22])[OH:23])[CH2:16]2. Run at temperature 25 celsius, time 72 hour. The solvent is CO (methanol). RXN SMILES: [NH2:1][CH2:2][CH2:3][S:4][C:5]1[N:6]([CH2:10][C:11]2[CH:16]=[C:15]([F:17])[CH:14]=[C:13]([F:18])[CH:12]=2)[CH:7]=[CH:8][N:9]=1.CO.[ClH:21].[CH:22](=O)[CH2:23][CH3:24].C([BH3-])#N.[Na+].Cl>CO>[ClH:21].[ClH:21].[CH2:22]([NH:1][CH2:2][CH2:3][S:4][C:5]1[N:6]([CH2:10][C:11]2[CH:12]=[C:13]([F:18])[CH:14]=[C:15]([F:17])[CH:16]=2)[CH:7]=[CH:8][N:9]=1)[CH2:23][CH3:24] |f:1.2,4.5,8.9.10|. Yields the product Cl.Cl.C(CC)NCCSC=1N(C=CN1)CC1=CC(=CC(=C1)F)F (2-(2-propylaminoethylthio)-1-(3,5-difluorobenzyl)imidazole dihydrochloride). Procedure: To a solution of 2-(2-aminoethylthio)-1-(3,5-diflorobenzyl)imidazole (2.69 g, 0.010 mole) in absolute methanol (25 ml) is added 5 N hydrochloric acid methanol (1 ml, 0.005 mole) followed by propionaldehyde (4.25 g, 0.10 mole) and sodium cyanoborohydride (0.38 g, 0.006 mole). The reaction mixture is stirred at 25° C. for 72 hours and then concentrated hydrochloric acid is added until the pH is at least 2. The volatiles are removed in vacuo and then the residue is partitioned between water and eth... The reactants are C(#N)[BH3-].[Na+] (sodium cyanoborohydride), Cl (hydrochloric acid), NCCSC=1N(C=CN1)CC1=CC(=CC(=C1)F)F (2-(2-aminoethylthio)-1-(3,5-diflorobenzyl)imidazole), CO.Cl (hydrochloric acid methanol), C(CC)=O (propionaldehyde). The reactants are CN1N=C(C(=C1C1=CC=CC=C1)NC=1N(CCN1)C(C1=CC=CC=C1)=O)C (1,3-dimethyl-5-phenyl-4-(1-benzoyl-2-imidazolin-2-yl)aminopyrazole). Run in CO (methanol). The product is CN1N=C(C(=C1C1=CC=CC=C1)NC=1NCCN1)C (1,3-dimethyl-5-phenyl-4-(2-imidazolin-2-yl)aminopyrazole). Yield: 80.2%. RXN SMILES: [CH3:1][N:2]1[C:6]([C:7]2[CH:12]=[CH:11][CH:10]=[CH:9][CH:8]=2)=[C:5]([NH:13][C:14]2[N:15](C(=O)C3C=CC=CC=3)[CH2:16][CH2:17][N:18]=2)[C:4]([CH3:27])=[N:3]1>CO>[CH3:1][N:2]1[C:6]([C:7]2[CH:12]=[CH:11][CH:10]=[CH:9][CH:8]=2)=[C:5]([NH:13][C:14]2[NH:15][CH2:16][CH2:17][N:18]=2)[C:4]([CH3:27])=[N:3]1. Procedure details: 10.0 g of 1,3-dimethyl-5-phenyl-4-(1-benzoyl-2-imidazolin-2-yl)aminopyrazole are heated to boiling in methanol under reflux for 6 hours. The solvent (methanol) is distilled off in vacuo, and the residue is twice recrystallized from isopropyl alcohol to yield 5.7 g (80.2% of theory) of 1,3-dimethyl-5-phenyl-4-(2-imidazolin-2-yl)aminopyrazole, mp 232° to 234°. The mixed melting point with the product obtained in accordance with Example 8 shows no depression. The reactants are C1OC=2C=C(C=CC2O1)N1C(N(C=2C1=NC=CC2)CC(=O)C2=CC=CC=C2)=O (1,3-dihydro-3-(3,4-methylenedioxyphenyl)-1-phenacylimidazo[4,5-b]pyridin-2-one). The reagents and catalysts are [Pt]=O (platinum oxide). The solvent is CO (methanol). The product is C1OC=2C=C(C=CC2O1)N1C(N(C=2C1=NC=CC2)CC(C2=CC=CC=C2)O)=O (1,3-Dihydro-3-(3,4-methylenedioxyphenyl)-1-(2-hydroxy-2-phenylethyl)imidazo[4,5-b]pyridin-2-one). RXN SMILES: [CH2:1]1[O:9][C:8]2[CH:7]=[CH:6][C:5]([N:10]3[C:14]4=[N:15][CH:16]=[CH:17][CH:18]=[C:13]4[N:12]([CH2:19][C:20]([C:22]4[CH:27]=[CH:26][CH:25]=[CH:24][CH:23]=4)=[O:21])[C:11]3=[O:28])=[CH:4][C:3]=2[O:2]1>[Pt]=O.CO>[CH2:1]1[O:9][C:8]2[CH:7]=[CH:6][C:5]([N:10]3[C:14]4=[N:15][CH:16]=[CH:17][CH:18]=[C:13]4[N:12]([CH2:19][CH:20]([OH:21])[C:22]4[CH:23]=[CH:24][CH:25]=[CH:26][CH:27]=4)[C:11]3=[O:28])=[CH:4][C:3]=2[O:2]1. Procedure details: A mixture of 431 mg. of 1,3-dihydro-3-(3,4-methylenedioxyphenyl)-1-phenacylimidazo[4,5-b]pyridin-2-one in 30 ml. of methanol was hydrogenated over 25 mg. of platinum oxide. The catalyst was removed by filtration and the filtrate was evaporated to dryness to give a glass which could not be crystallized. Reported procedure: To a solution of 1.00 g (3.76 mmol) of 3-(2-quinazolinylmethoxy)benzyl alcohol in 10 ml of CHCl3, 0.5 ml of SOCl2 was added, followed by stirring at room temperature for 15 hours. A small amount of MeOH was added to the reaction mixture and the solvents were distilled off under reduced pressure, whereby 1.08 g of 3-(2-quinazolinylmethoxy) benzyl chloride were obtained as white powder. Reaction conditions: time 15 hour. Reactants: N1=C(N=CC2=CC=CC=C12)COC=1C=C(CO)C=CC1 (3-(2-quinazolinylmethoxy)benzyl alcohol), C(Cl)(Cl)Cl (CHCl3), CO (MeOH). RXN SMILES: [N:1]1[C:10]2[C:5](=[CH:6][CH:7]=[CH:8][CH:9]=2)[CH:4]=[N:3][C:2]=1[CH2:11][O:12][C:13]1[CH:14]=[C:15]([CH:18]=[CH:19][CH:20]=1)[CH2:16]O.CO.C(Cl)(Cl)[Cl:24]>O=S(Cl)Cl>[N:1]1[C:10]2[C:5](=[CH:6][CH:7]=[CH:8][CH:9]=2)[CH:4]=[N:3][C:2]=1[CH2:11][O:12][C:13]1[CH:14]=[C:15]([CH:18]=[CH:19][CH:20]=1)[CH2:16][Cl:24]. The product is N1=C(N=CC2=CC=CC=C12)COC=1C=C(CCl)C=CC1 (3-(2-quinazolinylmethoxy) benzyl chloride). Solvent: O=S(Cl)Cl (SOCl2). The reactants are C(C)(=O)N1C=CC2=CC(=C(C=C12)N1CCN(CC1)C)Br (1-acetyl-5-bromo-6-(4-methylpiperazin-1-yl)-1H-indole), C(=O)([O-])[O-].[K+].[K+] (K2CO3). Solvent: Br (hydrobromic acid). The product is BrC=1C=C2CCNC2=CC1N1CCN(CC1)C (5-Bromo-2,3-dihydro-6-(4-methylpiperazin-1-yl)-1H-indole). Yield: 58.1%. As a reaction SMILES: C([N:4]1[C:12]2[C:7](=[CH:8][C:9]([Br:20])=[C:10]([N:13]3[CH2:18][CH2:17][N:16]([CH3:19])[CH2:15][CH2:14]3)[CH:11]=2)[CH:6]=[CH:5]1)(=O)C.C([O-])([O-])=O.[K+].[K+]>Br>[Br:20][C:9]1[CH:8]=[C:7]2[C:12](=[CH:11][C:10]=1[N:13]1[CH2:14][CH2:15][N:16]([CH3:19])[CH2:17][CH2:18]1)[NH:4][CH2:5][CH2:6]2 |f:1.2.3|. Procedure details: A solution of 1-acetyl-5-bromo-6-(4-methylpiperazin-1-yl)-1H-indole (D12, 0.60 g, 1.8 mmole) in 2M hydrobromic acid (50 ml) was stirred at room temperature for 5 days, then basified by addition of solid K2CO3 and extracted with DCM. The extract was dried (Na2SO4) and concentrated in vacuo to afford the title compound as a brown solid (0.31 g, 58%).